Dataset: the Open Reaction Database (ORD), a public repository of structured organic reaction records. Task: describe an organic reaction: reactants, conditions, products, and yield Starting materials: [BH4-], CC(=O)O, CCCN, CCO, CC(C)O, [Na+], O=Cc1ccc(O)cc1. The product is CCCNCc1ccc(O)cc1. As a reaction SMILES: [BH4-:14].[CH3:16][C:17](=[O:18])[OH:19].[CH3:1][CH2:2][CH2:3][NH2:4].[CH3:24][CH2:25][OH:26].[CH:20]([OH:21])([CH3:22])[CH3:23].[Na+:15].[OH:5][c:6]1[cH:7][cH:8][c:9]([CH:10]=[O:11])[cH:12][cH:13]1>>[CH3:1][CH2:2][CH2:3][NH:4][CH2:10][c:9]1[cH:8][cH:7][c:6]([OH:5])[cH:13][cH:12]1. Reactants: [Cl-].[Na+] (sodium chloride), Cl.ClC1CCCC=2C=CC=NC12 (8-chloro-5,6,7,8-tetrahydroquinoline hydrochloride), SC1=CC=C(C#N)C=C1 (4-mercaptobenzonitrile), C([O-])([O-])=O.[K+].[K+] (potassium carbonate). Run in CN(C=O)C (dimethylformamide). Reaction conditions: time 8 hour. Yields the product N1=CC=CC=2CCCC(C12)SC1=CC=C(C#N)C=C1 (4-(5,6,7,8-tetrahydroquinoline-8-ylthio)-benzonitrile). The yield is 88.6%. RXN SMILES: Cl.Cl[CH:3]1[C:12]2[N:11]=[CH:10][CH:9]=[CH:8][C:7]=2[CH2:6][CH2:5][CH2:4]1.[SH:13][C:14]1[CH:21]=[CH:20][C:17]([C:18]#[N:19])=[CH:16][CH:15]=1.C(=O)([O-])[O-].[K+].[K+].[Cl-].[Na+]>CN(C)C=O>[N:11]1[C:12]2[CH:3]([S:13][C:14]3[CH:21]=[CH:20][C:17]([C:18]#[N:19])=[CH:16][CH:15]=3)[CH2:4][CH2:5][CH2:6][C:7]=2[CH:8]=[CH:9][CH:10]=1 |f:0.1,3.4.5,6.7|. Procedure details: A mixture of 4.08 g (20 mmol) of 8-chloro-5,6,7,8-tetrahydroquinoline hydrochloride, 3.38 g (25 mmol) of 4-mercaptobenzonitrile and 6.91 g (50 mmol) of potassium carbonate in 34 ml of dimethylformamide was stirred under nitrogen at room temperature overnight. The mixture was poured into aqueous saturated sodium chloride and was extracted with ethyl acetate. The extract was washed with ice-cold aqueous 2N sodium hydroxide and water, dried over MgSO4 and evaporated under reduced pressure to obtain... Reactants: ClC1=CC=C(S1)S(=O)(=O)NC(C(CC)CC)C1=CC=NN1C1=CC=C(C=C1)OC (5-chloro-N-{2-ethyl-1-[1-(4-methoxyphenyl)-1H-pyrazol-5-yl]butyl}thiophene-2-sulfonamide), B(Br)(Br)Br (boron tribromide), O (H2O), B(Br)(Br)Br (BBr3). Run in C(Cl)Cl (CH2Cl2). Conditions: time 4 hour. Product: ClC1=CC=C(S1)S(=O)(=O)NC(C(CC)CC)C1=CC=NN1C1=CC=C(C=C1)O (5-Chloro-N-{2-ethyl-1-[1-(4-hydroxyphenyl)-1H-pyrazol-5-yl]butyl}thiophene-2-sulfonamide). The yield is 34.0%. As a reaction SMILES: [Cl:1][C:2]1[S:6][C:5]([S:7]([NH:10][CH:11]([C:17]2[N:21]([C:22]3[CH:27]=[CH:26][C:25]([O:28]C)=[CH:24][CH:23]=3)[N:20]=[CH:19][CH:18]=2)[CH:12]([CH2:15][CH3:16])[CH2:13][CH3:14])(=[O:9])=[O:8])=[CH:4][CH:3]=1.B(Br)(Br)Br.O>C(Cl)Cl>[Cl:1][C:2]1[S:6][C:5]([S:7]([NH:10][CH:11]([C:17]2[N:21]([C:22]3[CH:23]=[CH:24][C:25]([OH:28])=[CH:26][CH:27]=3)[N:20]=[CH:19][CH:18]=2)[CH:12]([CH2:15][CH3:16])[CH2:13][CH3:14])(=[O:8])=[O:9])=[CH:4][CH:3]=1. Reported procedure: To a stirred solution of 5-chloro-N-{2-ethyl-1-[1-(4-methoxyphenyl)-1H-pyrazol-5-yl]butyl}thiophene-2-sulfonamide (0.30 g, 0.66 mmol) in CH2Cl2 (10 mL) at −780C was added a solution of boron tribromide (1.0 M, 0.99 mL, 0.99 mmol) dropwise. After 4 h at −78° C. and 18 h at room temperature, another 1.5 eq BBr3 (0.99 mL) was added at −78° C. The reaction mixture was gradually warmed to room temperature and stirred for 18 h. The reaction mixture was slowly poured into H2O and extracted with CH2Cl2 ... Reactants: C(C)(C)(C)OC(N[C@@H](C(C)C)C(N[C@@H](CC(C)C)B1O[C@]2([C@@H]3C([C@H](C[C@H]2O1)C3)(C)C)C)=O)=O ({(S)-2-Methyl-1-[(R)-3-methyl-1-((1S,2S,6R,8S)-2,9,9-trimethyl-3,5-dioxa-4-bora-tricyclo[6.1.1.02,6]dec-4-yl)-butylcarbamoyl]-propyl}-carbamic acid tert-butyl ester), C(C)(C)(C)OC(=O)N[C@H](C(=O)O)CC1=CC(=C(C(=C1)OC)OC)OC ((S)-2-tert-Butoxycarbonylamino-3-(3,4,5-trimethoxy-phenyl)-propionic acid), O(C1=CC=CC=C1)C=1C=C(C=CC1)CC(=O)O ((3-Phenoxy-phenyl)-acetic acid). Yields the product CC([C@@H](C(=O)N[C@@H](CC(C)C)B1O[C@]2([C@@H]3C([C@H](C[C@H]2O1)C3)(C)C)C)NC([C@H](CC3=CC(=C(C(=C3)OC)OC)OC)NC(CC3=CC(=CC=C3)OC3=CC=CC=C3)=O)=O)C ((S)-3-Methyl-N-[(R)-3-methyl-1-((1S,2S,6R,8S)-2,9,9-trimethyl-3,5-dioxa-4-bora-tricyclo[6.1.1.02,6]dec-4-yl)-butyl]-2-[(S)-2-[2-(3-phenoxy-phenyl)-acetylamino]-3-(3,4,5-trimethoxy-phenyl)-propionylamino]-butyramide). Reaction SMILES: C(O[C:6](=[O:33])[NH:7][C@H:8]([C:12](=[O:32])[NH:13][C@H:14]([B:19]1[O:27][C@H:26]2[C@:21]([CH3:31])([C@H:22]3[CH2:28][C@@H:24]([CH2:25]2)[C:23]3([CH3:30])[CH3:29])[O:20]1)[CH2:15][CH:16]([CH3:18])[CH3:17])[CH:9]([CH3:11])[CH3:10])(C)(C)C.C(O[C:39]([NH:41][C@@H:42]([CH2:46][C:47]1[CH:52]=[C:51]([O:53][CH3:54])[C:50]([O:55][CH3:56])=[C:49]([O:57][CH3:58])[CH:48]=1)C(O)=O)=[O:40])(C)(C)C.[O:59]([C:66]1[CH:67]=[C:68]([CH2:72]C(O)=O)[CH:69]=[CH:70][CH:71]=1)[C:60]1[CH:65]=[CH:64][CH:63]=[CH:62][CH:61]=1>>[CH3:10][CH:9]([CH3:11])[C@H:8]([NH:7][C:6](=[O:33])[C@@H:42]([NH:41][C:39](=[O:40])[CH2:72][C:68]1[CH:69]=[CH:70][CH:71]=[C:66]([O:59][C:60]2[CH:65]=[CH:64][CH:63]=[CH:62][CH:61]=2)[CH:67]=1)[CH2:46][C:47]1[CH:48]=[C:49]([O:57][CH3:58])[C:50]([O:55][CH3:56])=[C:51]([O:53][CH3:54])[CH:52]=1)[C:12]([NH:13][C@H:14]([B:19]1[O:27][C@H:26]2[C@:21]([CH3:31])([C@H:22]3[CH2:28][C@@H:24]([CH2:25]2)[C:23]3([CH3:29])[CH3:30])[O:20]1)[CH2:15][CH:16]([CH3:17])[CH3:18])=[O:32]. Procedure: The title compound is prepared from {(S)-2-Methyl-1-[(R)-3-methyl-1-((1S,2S,6R,8S)-2,9,9-trimethyl-3,5-dioxa-4-bora-tricyclo[6.1.1.02,6]dec-4-yl)-butylcarbamoyl]-propyl}-carbamic acid tert-butyl ester by reiteration of the 2-step (deprotection/coupling) procedure described in example 1 but using (S)-2-tert-Butoxycarbonylamino-3-(3,4,5-trimethoxy-phenyl)-propionic acid and (3-Phenoxy-phenyl)-acetic acid (Trans World Chemicals, Inc.; Rockville, Md., USA) as the partners in each coupling reaction (... Reactants: C(C)OC(C(=O)OCC)=CC1=CC=C(C=C1)OCCN1COC2=C(C1=O)C=CC=C2 (ethyl 2-ethoxy-3-[4-[2-[4-oxo-3,4-dihydro-1,3-benzoxazin-3-yl]ethoxy]phenyl]-2-propenoate), [H][H] (hydrogen). Reagents/catalysts: [Pd] (palladium charcoal). Solvent: O1CCOCC1 (1,4-dioxane). Product: C(C)OC(C(=O)OCC)CC1=CC=C(C=C1)OCCN1COC2=C(C1=O)C=CC=C2 ((±)-Ethyl 2-ethoxy-3-[4-[2-[4-oxo-3,4-dihydro-1,3-benzoxazin-3-yl]ethoxy]phenyl]propanoate). Yield: 80.6%. As a reaction SMILES: [CH2:1]([O:3][C:4](=[CH:10][C:11]1[CH:16]=[CH:15][C:14]([O:17][CH2:18][CH2:19][N:20]2[C:25](=[O:26])[C:24]3[CH:27]=[CH:28][CH:29]=[CH:30][C:23]=3[O:22][CH2:21]2)=[CH:13][CH:12]=1)[C:5]([O:7][CH2:8][CH3:9])=[O:6])[CH3:2].[H][H]>O1CCOCC1.[Pd]>[CH2:1]([O:3][CH:4]([CH2:10][C:11]1[CH:16]=[CH:15][C:14]([O:17][CH2:18][CH2:19][N:20]2[C:25](=[O:26])[C:24]3[CH:27]=[CH:28][CH:29]=[CH:30][C:23]=3[O:22][CH2:21]2)=[CH:13][CH:12]=1)[C:5]([O:7][CH2:8][CH3:9])=[O:6])[CH3:2]. Reported procedure: A solution of ethyl 2-ethoxy-3-[4-[2-[4-oxo-3,4-dihydro-1,3-benzoxazin-3-yl]ethoxy]phenyl]-2-propenoate (4.5 g, 10.5 mmol) obtained in Example 1, in 1,4-dioxane (50 ml) was reduced with hydrogen in the presence of 10% palladium charcoal (450 mg) at 50-60 psi for 12 h. The reaction mixture was filtered through a bed of celite and the celite bed was washed with 1,4-dioxane. The filtrate was evaporated to dryness under reduced pressure to yield the title compound (3.5 g, 78%): mp 78-80° C. Starting materials: SCCO (2-mercaptoethanol), OCCC1=CC=C(C=C1)NC1=CC(=C(C=2C(C3=CC=CC=C3C(C12)=O)=O)N)Cl (1-[4-(2-hydroxyethyl)phenylamino]-3-chloro-4-aminoanthraquinone), [OH-].[Na+] (sodium hydroxide). Procedure details: A mixture of 50.4 g of 1-[4-(2-hydroxyethyl)phenylamino]-3-chloro-4-aminoanthraquinone Ic from Example 3 and 100 ml of dimethylformamide (DMF) is heated to 80° C. in a laboratory reaction apparatus. A further 50 ml of DMF and 11 g of 2-mercaptoethanol are then added. At an internal temperature of 83° C., 18.6 g of 30% aqueous sodium hydroxide solution are then slowly added dropwise and the mixture is stirred for 3 hours at 80° C. After cooling to RT, the precipitate is filtered off, washed with ... Run in CN(C=O)C (DMF), CN(C=O)C (dimethylformamide). The product is OCCC1=CC=C(C=C1)NC1=CC(=C(C=2C(C3=CC=CC=C3C(C12)=O)=O)N)SCCO (1-[4(2-Hydroxyethyl)phenylamino]-3-(2-hydroxyethylmercapto)-4-aminoanthraquinone). Conditions: temperature 80 celsius, time 3 hour. As a reaction SMILES: [OH:1][CH2:2][CH2:3][C:4]1[CH:9]=[CH:8][C:7]([NH:10][C:11]2[C:24]3[C:23](=[O:25])[C:22]4[C:17](=[CH:18][CH:19]=[CH:20][CH:21]=4)[C:16](=[O:26])[C:15]=3[C:14]([NH2:27])=[C:13](Cl)[CH:12]=2)=[CH:6][CH:5]=1.[SH:29][CH2:30][CH2:31][OH:32].[OH-].[Na+]>CN(C)C=O>[OH:1][CH2:2][CH2:3][C:4]1[CH:9]=[CH:8][C:7]([NH:10][C:11]2[C:24]3[C:23](=[O:25])[C:22]4[C:17](=[CH:18][CH:19]=[CH:20][CH:21]=4)[C:16](=[O:26])[C:15]=3[C:14]([NH2:27])=[C:13]([S:29][CH2:30][CH2:31][OH:32])[CH:12]=2)=[CH:6][CH:5]=1 |f:2.3|. Starting materials: Cc1cnc(N2CCNCC2)c(C)c1, Cl, CCCC1COC(=O)N1c1ccc(C(=O)O)cc1. Product: CCCC1COC(=O)N1c1ccc(C(=O)N2CCN(c3ncc(C)cc3C)CC2)cc1. Reaction SMILES: [CH3:20][c:21]1[c:22]([N:28]2[CH2:29][CH2:30][NH:31][CH2:32][CH2:33]2)[n:23][cH:24][c:25]([CH3:27])[cH:26]1.[ClH:19].[O:1]=[C:2]1[O:3][CH2:4][CH:5]([CH2:16][CH2:17][CH3:18])[N:6]1[c:7]1[cH:8][cH:9][c:10]([C:11](=[O:12])[OH:13])[cH:14][cH:15]1>>[O:1]=[C:2]1[O:3][CH2:4][CH:5]([CH2:16][CH2:17][CH3:18])[N:6]1[c:7]1[cH:8][cH:9][c:10]([C:11](=[O:13])[N:31]2[CH2:30][CH2:29][N:28]([c:22]3[c:21]([CH3:20])[cH:26][c:25]([CH3:27])[cH:24][n:23]3)[CH2:33][CH2:32]2)[cH:14][cH:15]1. The reactants are CN(C(C=C)=O)C (N,N-dimethylacrylamide), COCCOC(C=C)=O (methoxyethylacrylate). The product is COCCOC(C=C)=O.CN(C(C=C)=O)C (methoxyethylacrylate N,N-dimethylacrylamide), final monomer. RXN SMILES: [CH3:1][N:2]([CH3:7])[C:3](=[O:6])[CH:4]=[CH2:5].[CH3:8][O:9][CH2:10][CH2:11][O:12][C:13](=[O:16])[CH:14]=[CH2:15]>>[CH3:8][O:9][CH2:10][CH2:11][O:12][C:13](=[O:16])[CH:14]=[CH2:15].[CH3:1][N:2]([CH3:7])[C:3](=[O:6])[CH:4]=[CH2:5] |f:2.3|. Procedure details: A 50:50 (weight percent) methoxyethylacrylate/N,N-dimethylacrylamide copolymer is prepared as follows. Equal amounts of N,N-dimethylacrylamide and methoxyethylacrylate are weighed out and added to a three neck flask fitted with an argon sparge, mechanical stirrer and condenser. Toluene is then added to the flask to get a final monomer concentration of 20.0 weight percent. The reaction flask is placed in a 60° C. water bath and the reaction mixture is sparged with argon for two hours while stirri... Reactants: [NH4+].[Cl-] (NH4Cl), ClC1=CC2=C(N(C=N2)COCCOC)C=C1N1CCCC1 (5-chloro-1-(2-methoxy-ethoxymethyl)-6-pyrrolidin-1-yl-1H-benzoimidazole), ClN1C(CCC1=O)=O (N-chlorosuccinimide), C(C)(C)[N-]C(C)C.[Li+] (Lithium diisopropylamide). Solvent: C1CCOC1 (THF). Reaction conditions: temperature -78 celsius, time 30 minute. The product is ClC1=NC2=C(N1COCCOC)C=C(C(=C2)Cl)N2CCCC2 (2,5-Dichloro-1-(2-methoxy-ethoxymethyl)-6-pyrrolidin-1-yl-1H-benzoimidazole). Yield: 97.6%. RXN SMILES: [Cl:1][C:2]1[C:16]([N:17]2[CH2:21][CH2:20][CH2:19][CH2:18]2)=[CH:15][C:5]2[N:6]([CH2:9][O:10][CH2:11][CH2:12][O:13][CH3:14])[CH:7]=[N:8][C:4]=2[CH:3]=1.C([N-]C(C)C)(C)C.[Li+].[Cl:30]N1C(=O)CCC1=O.[NH4+].[Cl-]>C1COCC1>[Cl:30][C:7]1[N:6]([CH2:9][O:10][CH2:11][CH2:12][O:13][CH3:14])[C:5]2[CH:15]=[C:16]([N:17]3[CH2:21][CH2:20][CH2:19][CH2:18]3)[C:2]([Cl:1])=[CH:3][C:4]=2[N:8]=1 |f:1.2,4.5|. Reported procedure: A solution of 5-chloro-1-(2-methoxy-ethoxymethyl)-6-pyrrolidin-1-yl-1H-benzoimidazole (0.221 g, 0.714 mmol) and THF (2.5 mL) was cooled to −78° C. in an acetone/dry ice bath. Lithium diisopropylamide (2.0M solution in THF/heptane/ethylbenzene, 0.90 mL, 1.8 mmol) was added dropwise and the reaction mixture was stirred at −78° C. for 30 min. N-chlorosuccinimide (267 mg, 2.00 mmol) was added at −78° C. and the reaction mixture was warmed to 23° C. and stirred for 2 h. Saturated aqueous NH4Cl (20 mL... Starting materials: C(=O)(Cl)Cl (Phosgene), C(C1=CC=CC=C1)OC1=CC=C(C(=O)NCCO)C=C1 (4-benzyloxy-N-(2-hydroxy-ethyl)-benzamide). The solvent is O1CCOCC1 (dioxane). Product: C(C1=CC=CC=C1)OC1=CC=C(C(=O)NCCCl)C=C1 (4-benzyloxy-N-(2-chloro-ethyl)-benzamide). Yield: 68.0%. As a reaction SMILES: [C:1]([Cl:4])(Cl)=O.[CH2:5]([O:12][C:13]1[CH:24]=[CH:23][C:16]([C:17]([NH:19][CH2:20]CO)=[O:18])=[CH:15][CH:14]=1)[C:6]1[CH:11]=[CH:10][CH:9]=[CH:8][CH:7]=1>O1CCOCC1>[CH2:5]([O:12][C:13]1[CH:14]=[CH:15][C:16]([C:17]([NH:19][CH2:20][CH2:1][Cl:4])=[O:18])=[CH:23][CH:24]=1)[C:6]1[CH:7]=[CH:8][CH:9]=[CH:10][CH:11]=1. Procedure: Phosgene was bubbled through a suspension of 4-benzyloxy-N-(2-hydroxy-ethyl)-benzamide (22.49 g, 82.8 mmol) in dioxane (130 ml) until all the insoluble material had dissolved. Excess phosgene was removed by a stream of carbon dioxide. The solvent was removed at reduced pressure, and the residue was dried for 1 h. at 100° C. The crude product was recrystallized from ethyl acetate to yield 4-benzyloxy-N-(2-chloro-ethyl)-benzamide (16.3 g, 68%).